This data is from the Open Reaction Database (ORD), a public repository of structured organic reaction records. The task is: describe an organic reaction: reactants, conditions, products, and yield The product is ClC=1N(C(=CC1)Cl)CC(=O)N=C1NCCCN1 (2,5-Dichloro-N-(2-hexahydropyrimidinylidene)-1H-pyrrol-1-acetamide). Reaction SMILES: [NH2:1][C:2]1[NH:3][CH2:4][CH2:5][CH2:6][N:7]=1.[Cl:8][C:9]1[N:10]([CH2:15][C:16](OC)=[O:17])[C:11]([Cl:14])=[CH:12][CH:13]=1>>[Cl:8][C:9]1[N:10]([CH2:15][C:16]([N:1]=[C:2]2[NH:3][CH2:4][CH2:5][CH2:6][NH:7]2)=[O:17])[C:11]([Cl:14])=[CH:12][CH:13]=1. Reactants: NC=1NCCCN1 (2-amino-1,4,5,6-tetrahydropyrimidine), ClC=1N(C(=CC1)Cl)CC(=O)OC (methyl (2,5-dichloro-1H-pyrrol-1-yl)acetate). Reported procedure: By a procedure analogous to Example 8, 2-amino-1,4,5,6-tetrahydropyrimidine is reacted with methyl (2,5-dichloro-1H-pyrrol-1-yl)acetate to give the title compound. Starting materials: CCO, COC(=O)c1ccc(C=Cc2ccc3c(c2)C(C=Cc2ccccc2)=CCC3(C)C)cc1, Cl, [Na+], C1CCOC1, [OH-]. The product is CC1(C)CC=C(C=Cc2ccccc2)c2cc(C=Cc3ccc(C(=O)O)cc3)ccc21. Reaction SMILES: [CH2:36]([OH:37])[CH3:38].[CH3:1][C:2]1([CH3:32])[c:3]2[cH:4][cH:5][c:6]([CH:20]=[CH:21][c:22]3[cH:23][cH:24][c:25]([C:26](=[O:27])[O:28][CH3:29])[cH:30][cH:31]3)[cH:7][c:8]2[C:9]([CH:12]=[CH:13][c:14]2[cH:15][cH:16][cH:17][cH:18][cH:19]2)=[CH:10][CH2:11]1.[ClH:35].[Na+:34].[O:39]1[CH2:40][CH2:41][CH2:42][CH2:43]1.[OH-:33]>>[CH3:1][C:2]1([CH3:32])[c:3]2[cH:4][cH:5][c:6]([CH:20]=[CH:21][c:22]3[cH:23][cH:24][c:25]([C:26](=[O:27])[OH:28])[cH:30][cH:31]3)[cH:7][c:8]2[C:9]([CH:12]=[CH:13][c:14]2[cH:15][cH:16][cH:17][cH:18][cH:19]2)=[CH:10][CH2:11]1. Starting materials: [H-].[Na+] (sodium hydride), ClC1=C2N=CN(C2=NC=N1)C1OCCCC1 (6-Chloro-9-(tetrahydropyranyl)purine), [Si](C)(C)(C(C)(C)C)O[C@H]1C[C@@H](C[C@H]1CO[Si](C)(C)C(C)(C)C)O ((1R,3S,4S)-3-{[tert-butyl(dimethyl)silyl]oxy}-4-({[tert-butyl(dimethyl)silyl]oxy}methyl)cyclopentanol). The solvent is CN(C)C=O (DMF), CN(C)C=O (DMF), CN(C)C=O (DMF). Conditions: temperature 0 celsius, time 10 minute. Yields the product [Si](C)(C)(C(C)(C)C)O[C@H]1C[C@@H](C[C@H]1CO[Si](C)(C)C(C)(C)C)OC1=C2N=CN(C2=NC=N1)C1OCCCC1 (6-{[(1R,3S,4S)-3-{[tert-butyl(dimethyl)silyl]oxy}-4-({[tert-butyl(dimethyl)silyl]-oxy}methyl)cyclopentyl]oxy}-9-(tetrahydro-2H-pyran-2-yl)-9H-purine). RXN SMILES: [H-].[Na+].[Si:3]([O:10][C@@H:11]1[C@H:15]([CH2:16][O:17][Si:18]([C:21]([CH3:24])([CH3:23])[CH3:22])([CH3:20])[CH3:19])[CH2:14][C@@H:13]([OH:25])[CH2:12]1)([C:6]([CH3:9])([CH3:8])[CH3:7])([CH3:5])[CH3:4].Cl[C:27]1[N:35]=[CH:34][N:33]=[C:32]2[C:28]=1[N:29]=[CH:30][N:31]2[CH:36]1[CH2:41][CH2:40][CH2:39][CH2:38][O:37]1>CN(C=O)C>[Si:3]([O:10][C@@H:11]1[C@H:15]([CH2:16][O:17][Si:18]([C:21]([CH3:24])([CH3:23])[CH3:22])([CH3:19])[CH3:20])[CH2:14][C@@H:13]([O:25][C:27]2[N:35]=[CH:34][N:33]=[C:32]3[C:28]=2[N:29]=[CH:30][N:31]3[CH:36]2[CH2:41][CH2:40][CH2:39][CH2:38][O:37]2)[CH2:12]1)([C:6]([CH3:9])([CH3:8])[CH3:7])([CH3:5])[CH3:4] |f:0.1|. Procedure: In DMF (4 mL, 0.05 mol) was suspended sodium hydride (47 mg, 0.0012 mol) at 0° C., to which was added a solution of (1R,3S,4S)-3-{[tert-butyl(dimethyl)silyl]oxy}-4-({[tert-butyl(dimethyl)silyl]oxy}methyl)cyclopentanol (0.200 g, 0.000554 mol) in 2.5 mL DMF. The mixture was stirred at 0° C. for 10 minutes and was added a solution of 6-Chloro-9-(tetrahydropyranyl)purine (0.265 g, 0.00111 mol) (Example 33, step b) in 4 mL DMF. The reaction was stirred at 0° C. for 1 h and warmed to 23° C. overnight.... The reactants are C(C=C)CC(C)=O (allylacetone), CC(CCC)=O (2-pentanone), C(=CC1=CC=CC=C1)C(=O)C1=CC=CC=C1 (phenyl styryl ketone), 4-ethylamino-6-chloro-3-[2-(1-methyl-2-phenethylidene)hydrazino]pyridazine, C(C)NC1=C(N=NC(=C1)Cl)NN=CC=CC1(CC=CC=C1)C1=CC=CC=C1 (4-ethylamino-6-chloro-3-[2-(1-phenylcinnamylidene)hydrazino]pyridazine), C(C)NC1=C(N=NC(=C1)Cl)NN=CC1=CC=CC=C1 (4-ethylamino-6-chloro-3-(2-benzylidenehydrazino)pyridazine), C(C1=CC=CC=C1)=O (benzaldehyde), CC(=O)CC1=CC=CC=C1 (methylbenzyl ketone), C(C)NC1=C(N=NC(=C1)Cl)NN=C(C(=C)C)C (4-ethylamino-6-chloro-3-[2-(2-methylbutene-3-ylidene)hydrazino] pyridazine). Yields the product C(C)NC1=C(N=NC(=C1)Cl)NN=C(CCC)C (4 -ethylamino-6-chloro-3-[2-(1-methylbutyliden)hydrazino]pyridazine). RXN SMILES: [CH2:1]([CH2:4][C:5](=O)[CH3:6])[CH:2]=C.C(=O)C1C=CC=CC=1.CC(CC1C=CC=CC=1)=O.C(C(C1C=CC=CC=1)=O)=CC1C=CC=CC=1.CC(=O)CCC.[CH2:48]([NH:50][C:51]1[CH:56]=[C:55]([Cl:57])[N:54]=[N:53][C:52]=1[NH:58][N:59]=C(C)C(C)=C)[CH3:49].C(NC1C=C(Cl)N=NC=1NN=CC1C=CC=CC=1)C.C(NC1C=C(Cl)N=NC=1NN=CC=CC1(C2C=CC=CC=2)C=CC=CC1)C>>[CH2:48]([NH:50][C:51]1[CH:56]=[C:55]([Cl:57])[N:54]=[N:53][C:52]=1[NH:58][N:59]=[C:5]([CH3:6])[CH2:4][CH2:1][CH3:2])[CH3:49]. Procedure details: When allylacetone, benzaldehyde, methylbenzyl ketone or phenyl styryl ketone are substituted for 2-pentanone in the process of this example, 4-ethylamino-6-chloro-3-[2-(2-methylbutene-3-ylidene)hydrazino] pyridazine, 4-ethylamino-6-chloro-3-(2-benzylidenehydrazino)pyridazine, 4-ethylamino-6-chloro-3-[2-(1-methyl-2-phenethylidene)hydrazino]pyridazine or 4-ethylamino-6-chloro-3-[2-(1-phenylcinnamylidene)hydrazino]pyridazine, respectively, is obtained. As a reaction SMILES: [F:1][C:2]([S:5][CH2:6][C:7]([NH:9][CH:10]1[C:28](=[O:29])[N:12]2[C:13]([C:25]([OH:27])=[O:26])=[C:14]([CH:17]([S:19][C:20]3[NH:24][N:23]=[N:22][N:21]=3)[CH3:18])[CH2:15][S:16][C@H:11]12)=[O:8])([F:4])[F:3].[CH2:30]1[C:38]2[C:33](=[CH:34][C:35](O)=[CH:36][CH:37]=2)[CH2:32][CH2:31]1.C1(N=C=NC2CCCCC2)CCCCC1>O1CCCC1>[F:1][C:2]([S:5][CH2:6][C:7]([NH:9][CH:10]1[C:28](=[O:29])[N:12]2[C:13]([C:25]([O:27][C:35]3[CH:34]=[C:33]4[C:38](=[CH:37][CH:36]=3)[CH2:30][CH2:31][CH2:32]4)=[O:26])=[C:14]([CH:17]([S:19][C:20]3[NH:21][N:22]=[N:23][N:24]=3)[CH3:18])[CH2:15][S:16][C@H:11]12)=[O:8])([F:4])[F:3]. Run at time 4 hour. Procedure: To a solution of 7-trifluoromethylmercaptoacetamido-3-(1-methyltetrazol-5-ylthiomethyl)-3-cephem-4-carboxylic acid (4.70 g, 0.01 mol) and 5-indanol (1.34 g, 0.01 mol) in tetrahydrofuran is added dicyclohexylcarbodiimide (2.06 g, 0.01 mol) and the reaction is stirred for 4 hours at room temperature. The solid urea is collected and washed with tetrahydrofuran and the filtrate is evaporated to give 5-indanyl 7-trifluoromethylmercaptoacetamido-3-(1-methyltetrazol-5-ylthiomethyl)-3-cephem-4-carboxyla... The reactants are FC(F)(F)SCC(=O)NC1[C@@H]2N(C(=C(CS2)C(C)SC2=NN=NN2)C(=O)O)C1=O (7-trifluoromethylmercaptoacetamido-3-(1-methyltetrazol-5-ylthiomethyl)-3-cephem-4-carboxylic acid), C1CCC2=CC(=CC=C12)O (5-indanol), C1(CCCCC1)N=C=NC1CCCCC1 (dicyclohexylcarbodiimide). The product is FC(F)(F)SCC(=O)NC1[C@@H]2N(C(=C(CS2)C(C)SC2=NN=NN2)C(=O)OC=2C=C3CCCC3=CC2)C1=O (5-indanyl 7-trifluoromethylmercaptoacetamido-3-(1-methyltetrazol-5-ylthiomethyl)-3-cephem-4-carboxylate). Run in O1CCCC1 (tetrahydrofuran). Reactants: Cn1nccc1-c1cc(C(=O)O)sc1Cl, O=C1CCC(=O)N1Br, C1CCOC1. Product: Cn1ncc(Br)c1-c1cc(C(=O)O)sc1Cl. Reaction SMILES: [Cl:1][c:2]1[c:3](-[c:10]2[cH:11][cH:12][n:13][n:14]2[CH3:15])[cH:4][c:5]([C:7](=[O:8])[OH:9])[s:6]1.[O:16]=[C:17]1[N:18]([Br:23])[C:19](=[O:20])[CH2:21][CH2:22]1.[O:24]1[CH2:25][CH2:26][CH2:27][CH2:28]1>>[Cl:1][c:2]1[c:3](-[c:10]2[c:11]([Br:23])[cH:12][n:13][n:14]2[CH3:15])[cH:4][c:5]([C:7](=[O:8])[OH:9])[s:6]1. Reactants: COC=1C=C(C=O)C=C(C1OC)S(=O)(=O)C (3,4-dimethoxy-5-methylsulfonylbenzaldehyde). The solvent is CC(CC)=O (2-butanone). The product is COC=1C=C(C=C(C1OC)S(=O)(=O)C)C=C(C(C)=O)C (4-(3,4-Dimethoxy-5-methylsulfonylphenyl)-3-methylbut-3-en-2-one). Reaction SMILES: [CH3:1][O:2][C:3]1[CH:4]=[C:5]([CH:8]=[C:9]([S:13]([CH3:16])(=[O:15])=[O:14])[C:10]=1[O:11][CH3:12])[CH:6]=O>CC(=O)CC>[CH3:1][O:2][C:3]1[CH:4]=[C:5]([CH:6]=[C:10]([CH3:9])[C:3](=[O:2])[CH3:4])[CH:8]=[C:9]([S:13]([CH3:16])(=[O:15])=[O:14])[C:10]=1[O:11][CH3:12]. Reported procedure: The procedure described in Example 8 was repeated using 2.44 g of 3,4-dimethoxy-5-methylsulfonylbenzaldehyde and 1.0 g of 2-butanone. Yield 2.0 g (63%), viscous oil.